This data is from the Open Reaction Database (ORD), a public repository of structured organic reaction records. The task is: describe an organic reaction: reactants, conditions, products, and yield The reactants are Cl.Cl.Cl.C1(=CC=CC=C1)C1CCN(CC1)C1=CC=C(C=C1)N1CCNCC1 (4-[4-(4-phenylpiperidin-1-yl)phenyl]piperazine trihydrochloride salt), [OH-].[Na+] (sodium hydroxide). RXN SMILES: Cl.Cl.Cl.[C:4]1([CH:10]2[CH2:15][CH2:14][N:13]([C:16]3[CH:21]=[CH:20][C:19]([N:22]4[CH2:27][CH2:26][NH:25][CH2:24][CH2:23]4)=[CH:18][CH:17]=3)[CH2:12][CH2:11]2)[CH:9]=[CH:8][CH:7]=[CH:6][CH:5]=1.[OH-].[Na+]>ClCCl>[C:4]1([CH:10]2[CH2:11][CH2:12][N:13]([C:16]3[CH:21]=[CH:20][C:19]([N:22]4[CH2:27][CH2:26][NH:25][CH2:24][CH2:23]4)=[CH:18][CH:17]=3)[CH2:14][CH2:15]2)[CH:9]=[CH:8][CH:7]=[CH:6][CH:5]=1 |f:0.1.2.3,4.5|. Reported procedure: A mixture of 4-[4-(4-phenylpiperidin-1-yl)phenyl]piperazine trihydrochloride salt (1.77 g) and 1N-sodium hydroxide (62 ml) in dichloromethane (62 ml) was stirred for 30 minutes at ambient temperature. The organic layer was separated, washed with brine, dried over magnesium sulfate. The magnesium sulfate was filtered off, and the filtrate was evaporated under reduced pressure to give 1-[4-(4-phenylpiperidin-1-yl)phenyl]piperazine (1.19 g). The yield is 90.1%. Product: C1(=CC=CC=C1)C1CCN(CC1)C1=CC=C(C=C1)N1CCNCC1 (1-[4-(4-phenylpiperidin-1-yl)phenyl]piperazine). Reaction conditions: time 30 minute. Solvent: ClCCl (dichloromethane). Starting materials: C(C1=CC=CC=C1)OC1=NC=C(C=C1C1=NC(=CC2=C1N(C(=N2)N2[C@H]1[C@H](OCC2)CCC1)C[C@@H]1CC[C@H](CC1)C)C1=NOC(N1)=O)Cl (3-{4-[2-(benzyloxy)-5-chloropyridin-3-yl]-2-[(4aR,7aR)-hexahydrocyclopenta[b][1,4]oxazin-4(4aH)-yl]-3-[(trans-4-methylcyclohexyl)methyl]-3H-imidazo[4,5-c]pyridin-6-yl}-1,2,4-oxadiazol-5(4H)-one), [SiH](CC)(CC)CC (Et3SiH). The reagents and catalysts are Cl[Pd]Cl (PdCl2). The solvent is C(Cl)Cl (CH2Cl2). Run at temperature 0 celsius, time 0.5 hour. Product: ClC=1C=C(C(NC1)=O)C1=NC(=CC2=C1N(C(=N2)N2[C@H]1[C@H](OCC2)CCC1)C[C@@H]1CC[C@H](CC1)C)C1=NOC(N1)=O (5-chloro-3-{2-[(4aR,7aR)-hexahydrocyclopenta[b][1,4]oxazin-4(4aH)-yl]-3-[(trans-4-methylcyclohexyl)methyl]-6-(5-oxo-4,5-dihydro-1,2,4-oxadiazol-3-yl)-3H-imidazo[4,5-c]pyridin-4-yl}pyridin-2(1H)-one). RXN SMILES: C([O:8][C:9]1[C:14]([C:15]2[C:20]3[N:21]([CH2:33][C@H:34]4[CH2:39][CH2:38][C@H:37]([CH3:40])[CH2:36][CH2:35]4)[C:22]([N:24]4[CH2:29][CH2:28][O:27][C@@H:26]5[CH2:30][CH2:31][CH2:32][C@@H:25]45)=[N:23][C:19]=3[CH:18]=[C:17]([C:41]3[NH:45][C:44](=[O:46])[O:43][N:42]=3)[N:16]=2)=[CH:13][C:12]([Cl:47])=[CH:11][N:10]=1)C1C=CC=CC=1.[SiH](CC)(CC)CC>C(Cl)Cl.Cl[Pd]Cl>[Cl:47][C:12]1[CH:13]=[C:14]([C:15]2[C:20]3[N:21]([CH2:33][C@H:34]4[CH2:35][CH2:36][C@H:37]([CH3:40])[CH2:38][CH2:39]4)[C:22]([N:24]4[CH2:29][CH2:28][O:27][C@@H:26]5[CH2:30][CH2:31][CH2:32][C@@H:25]45)=[N:23][C:19]=3[CH:18]=[C:17]([C:41]3[NH:45][C:44](=[O:46])[O:43][N:42]=3)[N:16]=2)[C:9](=[O:8])[NH:10][CH:11]=1. Procedure details: To a solution of 3-{4-[2-(benzyloxy)-5-chloropyridin-3-yl]-2-[(4aR,7aR)-hexahydrocyclopenta[b][1,4]oxazin-4(4aH)-yl]-3-[(trans-4-methylcyclohexyl)methyl]-3H-imidazo[4,5-c]pyridin-6-yl}-1,2,4-oxadiazol-5(4H)-one (23 mg, 0.03 mmol) in anhydrous CH2Cl2 at 0° C., Et3SiH (0.029 mL, 0.18 mmol) and PdCl2 (2 mg, 0.01 mmol) were added. The reaction was stirred at 0° C. for 0.5 hour and then concentrated. The residue was purified on a C-18 column eluting with 40% water/60% acetonitrile to afford 5-chloro-... The reactants are BrC=1C=NC=2N(C1)N=C(C2)C(=O)O (6-bromo-pyrazolo[1,5-a]pyrimidine-2-carboxylic acid), O1C(=CC=C1)C1=CC=C2CCNC(C2=C1)C (7-Furan-2-yl-1-methyl-1,2,3,4-tetrahydro-isoquinoline). Yields the product BrC=1C=NC=2N(C1)N=C(C2)C(=O)N2C(C1=CC(=CC=C1CC2)C=2OC=CC2)C ((6-Bromo-pyrazolo[1,5-a]pyrimidin-2-yl)-(7-furan-2-yl-1-methyl-3,4-dihydro-1H-isoquinolin-2-yl)-methanone). Reaction SMILES: [Br:1][C:2]1[CH:3]=[N:4][C:5]2[N:6]([N:8]=[C:9]([C:11]([OH:13])=O)[CH:10]=2)[CH:7]=1.[O:14]1[CH:18]=[CH:17][CH:16]=[C:15]1[C:19]1[CH:28]=[C:27]2[C:22]([CH2:23][CH2:24][NH:25][CH:26]2[CH3:29])=[CH:21][CH:20]=1>>[Br:1][C:2]1[CH:3]=[N:4][C:5]2[N:6]([N:8]=[C:9]([C:11]([N:25]3[CH2:24][CH2:23][C:22]4[C:27](=[CH:28][C:19]([C:15]5[O:14][CH:18]=[CH:17][CH:16]=5)=[CH:20][CH:21]=4)[CH:26]3[CH3:29])=[O:13])[CH:10]=2)[CH:7]=1. Procedure: In close analogy to the procedure described in Example 1, 6-bromo-pyrazolo[1,5-a]pyrimidine-2-carboxylic acid is reacted with 7-Furan-2-yl-1-methyl-1,2,3,4-tetrahydro-isoquinoline to provide the title compound in moderate yield. Reactants: [OH-].[Na+] (NaOH), C(C)C(C(=O)O)CCCC (2-ethylhexanoic acid), [Cl-] (chloride), ClC(=O)OC (methyl chloroformate). Solvent: O (water). Yields the product C(OC(C(CCCC)CC)=O)(OC)=O (2-ethylhexanoyl methyl carbonate). The yield is 100.2%. Reaction SMILES: [OH-].[Na+].[CH2:3]([CH:5]([CH2:9][CH2:10][CH2:11][CH3:12])[C:6]([OH:8])=[O:7])[CH3:4].[Cl-].Cl[C:15]([O:17][CH3:18])=[O:16]>O>[C:15](=[O:16])([O:17][CH3:18])[O:7][C:6](=[O:8])[CH:5]([CH2:3][CH3:4])[CH2:9][CH2:10][CH2:11][CH3:12] |f:0.1|. Procedure: To a well-stirred reaction vessel equipped with a thermometer and a pH electrode were added 45 g of water, 0.075 mole of a 33 wt % aqueous NaOH solution, 0.075 mole of 2-ethylhexanoic acid, and 0.23 g of Arquad CB50 (i.e. cocobenzyldimethylammonium chloride, ex Akzo Nobel) at 5° C. 0.075 mole of methyl chloroformate was dosed in 5 min at 5° C. The mixture was post-reacted for 30 min at 5° C. and a pH of 8. Then, the water layer was separated, giving 15.2 g of 2-ethylhexanoyl methyl carbonate hav... The reactants are C(NN)(=O)OCC1=CC=CC=C1 (Benzyl carbazate), Cl.CN(CCCN=C=NCC)C (1-(3-Dimethylaminopropyl)-3-ethylcarbodiimide hydrochloride), C(C)(C)(C)OC(=O)COC=1C=C(C(=O)O)C=CC1OCC(=O)OC(C)(C)C (3,4-di-t-butoxycarbonylmethoxybenzoic acid), C=1C=CC2=C(C1)N=NN2O (HOBT), C(C)(C)N(CC)C(C)C (diisopropylethylamine). Solvent: CN(C)C=O (DMF), CN(C)C=O (DMF). Run at time 30 minute. Product: C(C)(C)(C)OC(=O)COC=1C=C(C(=O)NNC(=O)OCC2=CC=CC=C2)C=CC1OCC(=O)OC(C)(C)C (benzyl 3-(3,4-di-t-butoxycarbonylmethoxybenzoyl)carbazate). As a reaction SMILES: Cl.CN(C)CCCN=C=NCC.[C:13]([O:17][C:18]([CH2:20][O:21][C:22]1[CH:23]=[C:24]([CH:28]=[CH:29][C:30]=1[O:31][CH2:32][C:33]([O:35][C:36]([CH3:39])([CH3:38])[CH3:37])=[O:34])[C:25](O)=[O:26])=[O:19])([CH3:16])([CH3:15])[CH3:14].C1C=CC2N(O)N=NC=2C=1.C(N(C(C)C)CC)(C)C.[C:59]([O:63][CH2:64][C:65]1[CH:70]=[CH:69][CH:68]=[CH:67][CH:66]=1)(=[O:62])[NH:60][NH2:61]>CN(C=O)C>[C:13]([O:17][C:18]([CH2:20][O:21][C:22]1[CH:23]=[C:24]([CH:28]=[CH:29][C:30]=1[O:31][CH2:32][C:33]([O:35][C:36]([CH3:39])([CH3:38])[CH3:37])=[O:34])[C:25]([NH:61][NH:60][C:59]([O:63][CH2:64][C:65]1[CH:70]=[CH:69][CH:68]=[CH:67][CH:66]=1)=[O:62])=[O:26])=[O:19])([CH3:15])([CH3:16])[CH3:14] |f:0.1|. Reported procedure: 1-(3-Dimethylaminopropyl)-3-ethylcarbodiimide hydrochloride (1.92 g) was added to a mixture of the product of step (c) (3.82 g), HOBT (1.71 g), diisopropylethylamine (1.75 ml) and DMF (30 ml) at ambient temperature and stirred for 30 minutes. Benzyl carbazate (1.66 g) in DMF (10 ml) was added and the mixture was stirred for 20 hours at ambient temperature. The solvent was removed by evaporation. The residue was dissolved in ethyl acetate (160 ml) and the solution was washed with 1M citric acid s...